This data is from the Open Reaction Database (ORD), a public repository of structured organic reaction records. The task is: describe an organic reaction: reactants, conditions, products, and yield Starting materials: C(C1=CC=CC=C1)N1CC(CC1)(C(F)(F)F)C1=CC(=C(C(=C1)Cl)Cl)Cl (1-benzyl-3-(3,4,5-trichloro-phenyl)-3-trifluoromethyl-pyrrolidine), ClC(=O)OC(C)Cl (1-chloroethyl chloroformate), O (water). The solvent is CO (MeOH), ClCCCl (1,2-dichloroethane). Product: ClC=1C=C(C=C(C1Cl)Cl)C1(CNCC1)C(F)(F)F (3-(3,4,5-trichloro-phenyl)-3-trifluoromethyl-pyrrolidine). The yield is 92.6%. Reaction SMILES: C([N:8]1[CH2:12][CH2:11][C:10]([C:17]2[CH:22]=[C:21]([Cl:23])[C:20]([Cl:24])=[C:19]([Cl:25])[CH:18]=2)([C:13]([F:16])([F:15])[F:14])[CH2:9]1)C1C=CC=CC=1.ClC(OC(Cl)C)=O.O>ClCCCl.CO>[Cl:25][C:19]1[CH:18]=[C:17]([C:10]2([C:13]([F:16])([F:15])[F:14])[CH2:11][CH2:12][NH:8][CH2:9]2)[CH:22]=[C:21]([Cl:23])[C:20]=1[Cl:24]. Procedure details: To a stirred solution of 1-benzyl-3-(3,4,5-trichloro-phenyl)-3-trifluoromethyl-pyrrolidine (Preparation 38, 4 g, 9.828 mmol) in 1,2-dichloroethane (40 mL) was added 1-chloroethyl chloroformate (1.91 mL, 17.69 mmol) and the resulting reaction mixture was refluxed for 3 hours. After complete consumption of starting material, reaction mixture was concentrated under reduced pressure to afford yellow oily residue, which was dissolved in MeOH (40 mL) and the mixture was refluxed at 2 hours. After comp... The reactants are FC(S(=O)(=O)[O-])(F)F.COC=1C(=CC2=C([N+](=C([Te]2)C)CC#C)C1)OC (5,6-Dimethoxy-2-methyl-3-(2-propyn-1-yl)benzotellurazolium Trifluoromethanesulfonate), COC=1C=CC2=C(N=C([Te]2)C)C1 (5-Methoxy-2-methylbenzotellurazole). Reported procedure: This compound was prepared in the same way and on the same scale as the compound of Example 46, except that 5-methoxy-2-methylbenzotellurazole (Example 20) was used in place of the 5,6-dimethoxy-2-methylbenzotellurazole. Yield 1.23 g, 80% of theory, pale tan powder, m.p. 172°-174° C. (dec). The infrared, nuclear magnetic resonance, and mass spectra were in agreement with that expected for the structural formula. The product is FC(S(=O)(=O)[O-])(F)F.COC=1C=CC2=C([N+](=C([Te]2)C)CC#C)C1 (5-Methoxy-2-methyl-3-(2-propyn-1-yl)benzotellurazolium Trifluoromethanesulfonate). RXN SMILES: [F:1][C:2]([F:8])([F:7])[S:3]([O-:6])(=[O:5])=[O:4].[CH3:9][O:10][C:11]1[C:12](OC)=[CH:13][C:14]2[Te:18][C:17]([CH3:19])=[N+:16]([CH2:20][C:21]#[CH:22])[C:15]=2[CH:23]=1.COC1C=CC2[Te]C(C)=NC=2C=1>>[F:1][C:2]([F:8])([F:7])[S:3]([O-:6])(=[O:5])=[O:4].[CH3:9][O:10][C:11]1[CH:12]=[CH:13][C:14]2[Te:18][C:17]([CH3:19])=[N+:16]([CH2:20][C:21]#[CH:22])[C:15]=2[CH:23]=1 |f:0.1,3.4|. Starting materials: CS(C)=O, CC(C)N1CCNCC1, CCC1C=Cc2c(Cl)c(F)cc3c(=O)c(C(=O)O)cn1c23. The product is CCC1C=Cc2c(N3CCN(C(C)C)CC3)c(F)cc3c(=O)c(C(=O)O)cn1c23. As a reaction SMILES: [CH3:31][S:32](=[O:33])[CH3:34].[CH:22]([CH3:23])([CH3:24])[N:25]1[CH2:26][CH2:27][NH:28][CH2:29][CH2:30]1.[Cl:1][c:2]1[c:3]([F:21])[cH:4][c:5]2[c:6](=[O:20])[c:7]([C:17](=[O:18])[OH:19])[cH:8][n:9]3[c:14]2[c:13]1[CH:12]=[CH:11][CH:10]3[CH2:15][CH3:16]>>[c:2]1([N:28]2[CH2:27][CH2:26][N:25]([CH:22]([CH3:23])[CH3:24])[CH2:30][CH2:29]2)[c:3]([F:21])[cH:4][c:5]2[c:6](=[O:20])[c:7]([C:17](=[O:18])[OH:19])[cH:8][n:9]3[c:14]2[c:13]1[CH:12]=[CH:11][CH:10]3[CH2:15][CH3:16]. The reactants are CNCCOC, Cl, O=C(O)c1cccc(-c2cccc3cc(C(=O)NC4CN5CCC4CC5)oc23)c1. The product is Cl, COCCN(C)C(=O)c1cccc(-c2cccc3cc(C(=O)NC4CN5CCC4CC5)oc23)c1. RXN SMILES: [CH3:31][O:32][CH2:33][CH2:34][NH:35][CH3:36].[ClH:1].[N:2]12[CH2:3][CH:4]([NH:10][C:11](=[O:12])[c:13]3[o:14][c:15]4[c:16]([cH:17]3)[cH:18][cH:19][cH:20][c:21]4-[c:22]3[cH:23][c:24]([C:25](=[O:26])[OH:27])[cH:28][cH:29][cH:30]3)[CH:5]([CH2:6][CH2:7]1)[CH2:8][CH2:9]2>>[ClH:1].[N:2]12[CH2:3][CH:4]([NH:10][C:11](=[O:12])[c:13]3[o:14][c:15]4[c:16]([cH:17]3)[cH:18][cH:19][cH:20][c:21]4-[c:22]3[cH:23][c:24]([C:25](=[O:26])[N:35]([CH2:34][CH2:33][O:32][CH3:31])[CH3:36])[cH:28][cH:29][cH:30]3)[CH:5]([CH2:6][CH2:7]1)[CH2:8][CH2:9]2. Starting materials: Cn1nc(Cl)cc(Br)c1=O, O=C([O-])[O-], CN(C)CCOc1cnc(N)cn1, [Cs+], [Cs+], C1COCCO1. Yields the product CN(C)CCOc1cnc(Nc2cc(Cl)nn(C)c2=O)cn1. Reaction SMILES: [Br:14][c:15]1[c:16](=[O:23])[n:17]([CH3:22])[n:18][c:19]([Cl:21])[cH:20]1.[C:24](=[O:25])([O-:26])[O-:27].[CH3:1][N:2]([CH2:3][CH2:4][O:5][c:6]1[n:7][cH:8][c:9]([NH2:12])[n:10][cH:11]1)[CH3:13].[Cs+:28].[Cs+:29].[O:30]1[CH2:31][CH2:32][O:33][CH2:34][CH2:35]1>>[CH3:1][N:2]([CH2:3][CH2:4][O:5][c:6]1[n:7][cH:8][c:9]([NH:12][c:15]2[c:16](=[O:23])[n:17]([CH3:22])[n:18][c:19]([Cl:21])[cH:20]2)[n:10][cH:11]1)[CH3:13]. The reactants are N (Ammonia), COC=1C=CC(=C2C=CC(=NC12)C(F)(F)F)C1=NC2=C(N1)C=CC(=C2)C(=O)O (2-(8-methoxy-2-trifluoromethylquinolin-5-yl)-1H-benzimidazole-5-carboxylic acid), Cl.CN(CCCN=C=NCC)C (1-(3-Dimethylaminopropyl)-3-ethylcarbodiimide hydrochloride). The reagents and catalysts are CN(C1=CC=NC=C1)C (4-dimethylaminopyridine). Solvent: O1CCOCC1 (1,4-dioxane). Conditions: time 8 hour. Product: COC=1C=CC(=C2C=CC(=NC12)C(F)(F)F)C1=NC2=C(N1)C=CC(=C2)C(=O)N (2-(8-Methoxy-2-trifluoromethylquinolin-5-yl)-1H-benzimidazole-5-carboxamide). The yield is 13.4%. Reaction SMILES: N.[CH3:2][O:3][C:4]1[CH:5]=[CH:6][C:7]([C:18]2[NH:22][C:21]3[CH:23]=[CH:24][C:25]([C:27](O)=[O:28])=[CH:26][C:20]=3[N:19]=2)=[C:8]2[C:13]=1[N:12]=[C:11]([C:14]([F:17])([F:16])[F:15])[CH:10]=[CH:9]2.Cl.C[N:32](C)CCCN=C=NCC>O1CCOCC1.CN(C)C1C=CN=CC=1>[CH3:2][O:3][C:4]1[CH:5]=[CH:6][C:7]([C:18]2[NH:22][C:21]3[CH:23]=[CH:24][C:25]([C:27]([NH2:32])=[O:28])=[CH:26][C:20]=3[N:19]=2)=[C:8]2[C:13]=1[N:12]=[C:11]([C:14]([F:17])([F:15])[F:16])[CH:10]=[CH:9]2 |f:2.3|. Procedure: Ammonia (0.5M in 1,4-dioxane, 3.9 ml) was added to a stirred solution of 2-(8-methoxy-2-trifluoromethylquinolin-5-yl)-1H-benzimidazole-5-carboxylic acid (0.15 g) in 1,4-dioxane (30 ml) at room temperature under an inert atmosphere. 1-(3-Dimethylaminopropyl)-3-ethylcarbodiimide hydrochloride (0.11 g) was added followed by 4-dimethylaminopyridine (36 mg) and the reaction stirred at room temperature overnight. The solvent was removed in vacuo and the residue partitioned between ethyl acetate (2×40 ... Starting materials: COCCBr, CCOC(C)=O, [H-], O=[N+]([O-])c1cc2[nH]ccc2cc1C(F)(F)F, [Na+], CN(C)C=O. The product is COCCn1ccc2cc(C(F)(F)F)c([N+](=O)[O-])cc21. RXN SMILES: [CH3:19][O:20][CH2:21][CH2:22][Br:23].[CH3:29][CH2:30][O:31][C:32](=[O:33])[CH3:34].[H-:17].[N+:1](=[O:2])([O-:3])[c:4]1[c:5]([C:13]([F:14])([F:15])[F:16])[cH:6][c:7]2[cH:8][cH:9][nH:10][c:11]2[cH:12]1.[Na+:18].[O:24]=[CH:25][N:26]([CH3:27])[CH3:28]>>[N+:1](=[O:2])([O-:3])[c:4]1[c:5]([C:13]([F:14])([F:15])[F:16])[cH:6][c:7]2[cH:8][cH:9][n:10]([CH2:22][CH2:21][O:20][CH3:19])[c:11]2[cH:12]1.